Dataset: the Open Reaction Database (ORD), a public repository of structured organic reaction records. Task: describe an organic reaction: reactants, conditions, products, and yield Starting materials: CC=1C=C(C(=CC1S(=O)(=O)C=1SC=CC1)O)O (4-methyl-5-(2-thienylsulphonyl)-1,2-benzenediol), Cl (hydrochloric acid), C(C)OC(C(Cl)Cl)=O (dichloroacetic acid ethyl ester), C([O-])([O-])=O.[K+].[K+] (potassium carbonate). Solvent: COCCOC (1,2-dimethoxyethane), O (water). Reaction conditions: time 18 hour. Product: CC1=CC2=C(OC(O2)C(=O)O)C=C1S(=O)(=O)C=1SC=CC1 (5-methyl-6-(2-thienylsulphonyl)-1,3-benzodioxole-2-carboxylic acid). As a reaction SMILES: [CH3:1][C:2]1[CH:3]=[C:4]([OH:17])[C:5]([OH:16])=[CH:6][C:7]=1[S:8]([C:11]1[S:12][CH:13]=[CH:14][CH:15]=1)(=[O:10])=[O:9].C([O:20][C:21](=[O:25])[CH:22](Cl)Cl)C.C(=O)([O-])[O-].[K+].[K+].Cl>COCCOC.O>[CH3:1][C:2]1[C:7]([S:8]([C:11]2[S:12][CH:13]=[CH:14][CH:15]=2)(=[O:10])=[O:9])=[CH:6][C:5]2[O:16][CH:22]([C:21]([OH:25])=[O:20])[O:17][C:4]=2[CH:3]=1 |f:2.3.4|. Procedure details: In a manner analogous to that described in Example 4, 30.0 g (111 mmol) of 4-methyl-5-(2-thienylsulphonyl)-1,2-benzenediol, 17.4 g (111 mmol) of dichloroacetic acid ethyl ester and 76.7 g (555 mmol) of potassium carbonate in 300 ml of 1,2-dimethoxyethane are boiled under reflux. After 18 hours, the reaction mixture is poured into water, stirred for one hour at room temperature and then adjusted to pH 1-2 by means of hydrochloric acid. Some of the 1,2-dimethoxyethane is distilled off in vacuo and... Starting materials: C(C(=O)Cl)(=O)Cl (Oxalyl chloride), CN(C=O)C (dimethylformamide), BrC1=C(C(=O)O)C=C(C=C1)I (2-bromo-5-iodo-benzoic acid). The solvent is ClCCl (dichloromethane). Conditions: time 14 hour. Product: BrC1=C(C=C(C=C1)I)C(=O)C1=CC=C(C=C1)CC ((2-Bromo-5-iodo-phenyl)-(4-ethyl-phenyl)-methanone). As a reaction SMILES: [C:1](Cl)(=O)[C:2](Cl)=O.CN(C)C=O.[Br:12][C:13]1[CH:21]=[CH:20][C:19]([I:22])=[CH:18][C:14]=1[C:15]([OH:17])=O>ClCCl>[Br:12][C:13]1[CH:21]=[CH:20][C:19]([I:22])=[CH:18][C:14]=1[C:15]([C:13]1[CH:21]=[CH:20][C:19]([CH2:1][CH3:2])=[CH:18][CH:14]=1)=[O:17]. Procedure: Oxalyl chloride (9 mL) and dimethylformamide (0.5 mL) are added to a mixture of 2-bromo-5-iodo-benzoic acid (25 g) in dichloromethane (80 ml). The reaction mixture is stirred for 14 h at room temperature, then filtered and separated from all volatile constituents in a rotary evaporator. The residue is dissolved in dichloromethane (50 mL) and ethyl-benzene (23 mL) and the resultant solution is cooled to −5° C. Then aluminum trichloride (12.5 g) is added batchwise so that the temperature maintains... The reactants are FC(F)(F)[Si](C)(C)C ((trifluoromethyl)-trimethylsilane), [Si](C)(C)(C(C)(C)C)O[C@@H]1[C@]2(C)[C@@H](CC1)[C@@]1(CCC=3C=C(C=CC3[C@H]1[C@H](C2)CCCCCCC(C(F)(F)F)=O)OC)C=C (8-[17β-(tert-Butyldimethylsilyloxy)-3-methoxy-8-vinylestra-1,3,5(10)-trien-11β-yl]-1,1,1-trifluorooctan-2-one). RXN SMILES: FC([Si:5]([CH3:8])([CH3:7])[CH3:6])(F)F.[Si:9]([O:16][C@H:17]1[CH2:22][CH2:21][C@H:20]2[C@@:23]3([CH:49]=[CH2:50])[C@H:32]([C@@H:33]([CH2:35][CH2:36][CH2:37][CH2:38][CH2:39][CH2:40][C:41](=[O:46])[C:42]([F:45])([F:44])[F:43])[CH2:34][C@:18]12[CH3:19])[C:31]1[CH:30]=[CH:29][C:28]([O:47][CH3:48])=[CH:27][C:26]=1[CH2:25][CH2:24]3)([C:12]([CH3:15])([CH3:14])[CH3:13])([CH3:11])[CH3:10]>>[Si:9]([O:16][C@H:17]1[CH2:22][CH2:21][C@H:20]2[C@@:23]3([CH:49]=[CH2:50])[C@H:32]([C@@H:33]([CH2:35][CH2:36][CH2:37][CH2:38][CH2:39][CH2:40][C:41]([C:42]([F:45])([F:44])[F:43])([O:46][Si:5]([CH3:6])([CH3:7])[CH3:8])[C:42]([F:44])([F:43])[F:45])[CH2:34][C@:18]12[CH3:19])[C:31]1[CH:30]=[CH:29][C:28]([O:47][CH3:48])=[CH:27][C:26]=1[CH2:25][CH2:24]3)([C:12]([CH3:15])([CH3:14])[CH3:13])([CH3:10])[CH3:11]. Procedure: In the reaction with (trifluoromethyl)-trimethylsilane analogously to instructions 1.1, 135 mg of alcohol 16c yields 159 mg of trimethylsilyl ether 17c as a yellow, viscous mass (GC-MS: m/z theor.: 748, pract.: 748). The latter is, without the reaction being performed with tetrabutylammonium fluoride-trihydrate, used in the next stage. Yields the product [Si](C)(C)(C(C)(C)C)O[C@@H]1[C@]2(C)[C@@H](CC1)[C@@]1(CCC=3C=C(C=CC3[C@H]1[C@H](C2)CCCCCCC(C(F)(F)F)(O[Si](C)(C)C)C(F)(F)F)OC)C=C (17β-tert-Butyldimethylsilyloxy-3-methoxy-11β-[8,8,8-trifluoro-7-trifluoromethyl-7-(trimethylsilyloxy)octyl]-8-vinyl-estra-1,3,5(10)-triene). The reactants are [Cl-].[NH4+] (ammonium chloride), C(C)(C)(C)OC(CCCCN1C(C(N(C(C2=C1C=CC(=C2)I)=O)C(C)C2=C(C=C(C=C2)Cl)[N+](=O)[O-])C2=CC=C(C=C2)Cl)=O)=O (5-[3-(4-chlorophenyl)-4-[1-(4-chloro-2-nitrophenyl)ethyl]-7-iodo-2,5-dioxo-1,4-benzodiazepin-1-yl]valeric acid tert-butyl ester). Reagents/catalysts: [Fe] (iron). Run in O (water), C(C)O (ethanol). Conditions: temperature 80 celsius, time 2 hour. Product: C(C)(C)(C)OC(CCCCN1C(C(N(C(C2=C1C=CC(=C2)I)=O)C(C)C2=C(C=C(C=C2)Cl)N)C2=CC=C(C=C2)Cl)=O)=O (5-[4-[1-(2-Amino-4-chlorophenyl)ethyl]-3-(4-chlorophenyl)-7-iodo-2,5-dioxo-1,4-benzodiazepin-1-yl]valeric acid tert-butyl ester). Isolated yield 95.0%. Reaction SMILES: [Cl-].[NH4+].[C:3]([O:7][C:8](=[O:46])[CH2:9][CH2:10][CH2:11][CH2:12][N:13]1[C:19]2[CH:20]=[CH:21][C:22]([I:24])=[CH:23][C:18]=2[C:17](=[O:25])[N:16]([CH:26]([C:28]2[CH:33]=[CH:32][C:31]([Cl:34])=[CH:30][C:29]=2[N+:35]([O-])=O)[CH3:27])[CH:15]([C:38]2[CH:43]=[CH:42][C:41]([Cl:44])=[CH:40][CH:39]=2)[C:14]1=[O:45])([CH3:6])([CH3:5])[CH3:4]>O.C(O)C.[Fe]>[C:3]([O:7][C:8](=[O:46])[CH2:9][CH2:10][CH2:11][CH2:12][N:13]1[C:19]2[CH:20]=[CH:21][C:22]([I:24])=[CH:23][C:18]=2[C:17](=[O:25])[N:16]([CH:26]([C:28]2[CH:33]=[CH:32][C:31]([Cl:34])=[CH:30][C:29]=2[NH2:35])[CH3:27])[CH:15]([C:38]2[CH:39]=[CH:40][C:41]([Cl:44])=[CH:42][CH:43]=2)[C:14]1=[O:45])([CH3:4])([CH3:5])[CH3:6] |f:0.1|. Procedure: A solution of ammonium chloride (220 mg, 4.3 mmol) in water (2.5 mL) was added to a solution of 5-[3-(4-chlorophenyl)-4-[1-(4-chloro-2-nitrophenyl)ethyl]-7-iodo-2,5-dioxo-1,4-benzodiazepin-1-yl]valeric acid tert-butyl ester (230 mg, 0.306 mmol) in ethanol (5 mL). The resulting solution was heated to 80° C. and iron (200 mg, 3.58 mmol) was added. After 2 h at 80° C., the reaction mixture was cooled at room temperature, filtered through celite and evaporated. The residue was partitioned between et... Reactants: C(#N)[BH3-].[Na+] (Sodium cyanoborohydride), C(C)(C)(C)OC(=O)NN=C1CCCC1 (1-cyclopentylidenehydrazine-2-carboxylic acid tert-butyl ester), [OH-].[Na+] (NaOH). The solvent is C(C)(=O)O (acetic acid), CO (methanol). Reaction conditions: time 2 hour. Yields the product C(C)(C)(C)OC(=O)NNC1CCCC1 (1-cyclopentylhydrazine-2-carboxylic acid tert-butyl ester). Yield: 91.0%. RXN SMILES: C([BH3-])#N.[Na+].[C:5]([O:9][C:10]([NH:12][N:13]=[C:14]1[CH2:18][CH2:17][CH2:16][CH2:15]1)=[O:11])([CH3:8])([CH3:7])[CH3:6].[OH-].[Na+]>C(O)(=O)C.CO>[C:5]([O:9][C:10]([NH:12][NH:13][CH:14]1[CH2:15][CH2:16][CH2:17][CH2:18]1)=[O:11])([CH3:8])([CH3:6])[CH3:7] |f:0.1,3.4|. Reported procedure: Sodium cyanoborohydride (6.4 g, 0.101 mol) was added portion-wise to a suspension of 1-cyclopentylidenehydrazine-2-carboxylic acid tert-butyl ester (20 g, 0.101 mol) in a mixture of acetic acid and methanol (288 mL, 1:1). The resulting solution was stirred at RT for 2 h. The reaction mixture was neutralized with 1 N aq NaOH and extracted with CH2Cl2. The organic layer was washed with saturated NaHCO3, dried (Na2SO4) and concentrated under reduced pressure to give 1-cyclopentylhydrazine-2-carboxy... Reactants: ClC1=NC=C(C(=N1)C=1C=NN2C1C=CC=C2)Cl (3-(2,5-dichloropyrimidin-4-yl)pyrazolo[1,5-a]pyridine), ClC1=NC=C(C(=N1)C=1C=NN2C1C=CC=C2)Cl (3-(2,5-dichloropyrimidin-4-yl)pyrazolo[1,5-a]pyridine), COC1=C(N)C=C(C(=C1)C=1CCN(CC1)C)[N+](=O)[O-] (2-methoxy-4-(1-methyl-3,6-dihydro-2H-pyridin-4-yl)-5-nitroaniline), COC1=C(N)C=C(C(=C1)C=1CCN(CC1)C)[N+](=O)[O-] (2-methoxy-4-(1-methyl-3,6-dihydro-2H-pyridin-4-yl)-5-nitroaniline), C[Si](C)(C)[N-][Si](C)(C)C.[Li+] (Lithium bis(trimethylsilyl)amide), CO (CH3OH). The solvent is C1CCOC1 (THF). Conditions: time 1 hour. The product is ClC=1C(=NC(=NC1)NC1=C(C=C(C(=C1)[N+](=O)[O-])C=1CCN(CC1)C)OC)C=1C=NN2C1C=CC=C2 (5-Chloro-N-[2-methoxy-4-(1-methyl-3,6-dihydro-2H-pyridin-4-yl)-5-nitrophenyl]-4-pyrazolo[1,5-a]pyridin-3-ylpyrimidin-2-amine). Yield: 72.1%. Reaction SMILES: Cl[C:2]1[N:7]=[C:6]([C:8]2[CH:9]=[N:10][N:11]3[CH:16]=[CH:15][CH:14]=[CH:13][C:12]=23)[C:5]([Cl:17])=[CH:4][N:3]=1.[CH3:18][O:19][C:20]1[CH:26]=[C:25]([C:27]2[CH2:28][CH2:29][N:30]([CH3:33])[CH2:31][CH:32]=2)[C:24]([N+:34]([O-:36])=[O:35])=[CH:23][C:21]=1[NH2:22].C[Si]([N-][Si](C)(C)C)(C)C.[Li+].CO>C1COCC1>[Cl:17][C:5]1[C:6]([C:8]2[CH:9]=[N:10][N:11]3[CH:16]=[CH:15][CH:14]=[CH:13][C:12]=23)=[N:7][C:2]([NH:22][C:21]2[CH:23]=[C:24]([N+:34]([O-:36])=[O:35])[C:25]([C:27]3[CH2:32][CH2:31][N:30]([CH3:33])[CH2:29][CH:28]=3)=[CH:26][C:20]=2[O:19][CH3:18])=[N:3][CH:4]=1 |f:2.3|. Procedure details: A mixture of 3-(2,5-dichloropyrimidin-4-yl)pyrazolo[1,5-a]pyridine (Intermediate 21, 575 mg, 1.86 mmol) and 2-methoxy-4-(1-methyl-3,6-dihydro-2H-pyridin-4-yl)-5-nitroaniline (Intermediate 3, 490 mg, 1.86 mmol) was stirred in THF (30 mL) and cooled in an ice/water bath. Lithium bis(trimethylsilyl)amide (4.10 mL, 4.10 mmol, 1M in THF) was then added dropwise and the mixture was stirred for 1 h. CH3OH was added and the mixture was concentrated in vacuo. The crude material was suspended in CH3OH and...